The task is: describe an organic reaction: reactants, conditions, products, and yield. This data is from the Open Reaction Database (ORD), a public repository of structured organic reaction records. Reactants: O=c1c2ccc(Cl)cc2[nH]c2c(O)nn(CCBr)c(=O)c12, O=C1NC(=O)c2ccccc21, Cl, [K], CN(C)C=O. RXN SMILES: [Br:1][CH2:2][CH2:3][n:4]1[n:5][c:6]([OH:21])[c:7]2[nH:8][c:9]3[cH:10][c:11]([Cl:20])[cH:12][cH:13][c:14]3[c:15](=[O:19])[c:16]2[c:17]1=[O:18].[C:22]1(=[O:32])[c:23]2[c:24]([cH:28][cH:29][cH:30][cH:31]2)[C:25](=[O:27])[NH:26]1.[ClH:34].[K:33].[O:35]=[CH:36][N:37]([CH3:38])[CH3:39]>>[CH2:2]([CH2:3][n:4]1[n:5][c:6]([OH:21])[c:7]2[nH:8][c:9]3[cH:10][c:11]([Cl:20])[cH:12][cH:13][c:14]3[c:15](=[O:19])[c:16]2[c:17]1=[O:18])[N:26]1[C:22](=[O:32])[c:23]2[c:24]([cH:28][cH:29][cH:30][cH:31]2)[C:25]1=[O:27]. The product is O=C1c2ccccc2C(=O)N1CCn1nc(O)c2[nH]c3cc(Cl)ccc3c(=O)c2c1=O. Reported procedure: To a cold solution of methyl imidazo[1,2-a]pyridine-8-carboxylate (5.55 g, 31.53 mmol, 1 eq) in THF (100 mL) was added LAH in ether (1 M solution in ether, 4 equiv.) and then stirred at rt for 6 h. The reaction mixture was cooled to 0° C. and quenched with water/15% NaOH/water. Reaction mixture was diluted with ethyl acetate and stirred at room temperature for 15 min and then filtered. The solid was washed with ethanol and the organic layers were combined, dried and evaporated to give the alcoho... Yields the product N=1C=CN2C1C(=CC=C2)CO (imidazo[1,2-a]pyridin-8-ylmethanol). Reaction SMILES: [N:1]1[CH:2]=[CH:3][N:4]2[CH:9]=[CH:8][CH:7]=[C:6]([C:10](OC)=[O:11])[C:5]=12.[H-].[H-].[H-].[H-].[Li+].[Al+3].CCOCC>C1COCC1.C(OCC)(=O)C>[N:1]1[CH:2]=[CH:3][N:4]2[CH:9]=[CH:8][CH:7]=[C:6]([CH2:10][OH:11])[C:5]=12 |f:1.2.3.4.5.6|. Isolated yield 40.0%. Starting materials: N=1C=CN2C1C(=CC=C2)C(=O)OC (methyl imidazo[1,2-a]pyridine-8-carboxylate), [H-].[H-].[H-].[H-].[Li+].[Al+3] (LAH), CCOCC (ether). Conditions: time 6 hour. Run in C1CCOC1 (THF), C(C)(=O)OCC (ethyl acetate). Reactants: ClC=1C(=C(C=CC1)S(=O)(=O)Cl)C (3-chloro-2-methylbenzenesulphonyl chloride), N1=CC=CC=C1 (pyridine), C(=O)(O)[O-].[Na+] (NaHCO3), NC=1C=C2C=NC=NC2=CC1 (6-aminoquinazoline). Run in ClCCl (dichloromethane). Conditions: time 5 minute. Yields the product ClC=1C(=C(C=CC1)S(=O)(=O)NC=1C=C2C=NC=NC2=CC1)C (3-chloro-2-methyl-N-quinazolin-6-yl-benzenesulfonamide). Yield: 23.9%. RXN SMILES: [Cl:1][C:2]1[C:3]([CH3:12])=[C:4]([S:8](Cl)(=[O:10])=[O:9])[CH:5]=[CH:6][CH:7]=1.N1C=CC=CC=1.[NH2:19][C:20]1[CH:21]=[C:22]2[C:27](=[CH:28][CH:29]=1)[N:26]=[CH:25][N:24]=[CH:23]2.C([O-])(O)=O.[Na+]>ClCCl>[Cl:1][C:2]1[C:3]([CH3:12])=[C:4]([S:8]([NH:19][C:20]2[CH:21]=[C:22]3[C:27](=[CH:28][CH:29]=2)[N:26]=[CH:25][N:24]=[CH:23]3)(=[O:10])=[O:9])[CH:5]=[CH:6][CH:7]=1 |f:3.4|. Reported procedure: To a solution of 3-chloro-2-methylbenzenesulphonyl chloride (163 mg, 0.723 mmol) in dichloromethane (4 mL) was added pyridine (140 μL, 1.72 mmol) and the mixture was stirred under N2 for 5 min, after which time 6-aminoquinazoline [21] (100 mg, 0.689 mmol) was added. The resulting mixture was stirred for 4 h at room temperature, then saturated NaHCO3 solution (10 mL) was added and the mixture was extracted into ethyl acetate (20 mL). The organic phase was washed with brine, dried (Na2SO4), filter... Product: COc1cc(CO)c(O)c(N=Nc2ccc(F)cc2[N+](=O)[O-])c1. The reactants are CCO, Cl, Nc1ccc(F)cc1[N+](=O)[O-], O=N[O-], NS(=O)(=O)O, [Na+], [Na+], [OH-], O, COc1cc(CO)c(O)c(CO)c1, Oc1ccccc1. RXN SMILES: [CH3:45][CH2:46][OH:47].[ClH:12].[F:1][c:2]1[cH:3][c:4]([N+:9](=[O:10])[O-:11])[c:5]([NH2:6])[cH:7][cH:8]1.[N:13]([O-:14])=[O:15].[NH2:17][S:18](=[O:19])(=[O:20])[OH:21].[Na+:16].[Na+:36].[OH-:35].[OH2:44].[OH:22][c:23]1[c:24]([CH2:33][OH:34])[cH:25][c:26]([O:31][CH3:32])[cH:27][c:28]1[CH2:29][OH:30].[OH:37][c:38]1[cH:39][cH:40][cH:41][cH:42][cH:43]1>>[F:1][c:2]1[cH:3][c:4]([N+:9](=[O:10])[O-:11])[c:5]([N:6]=[N:17][c:24]2[c:23]([OH:22])[c:28]([CH2:29][OH:30])[cH:27][c:26]([O:31][CH3:32])[cH:25]2)[cH:7][cH:8]1. Reactants: Cl (hydrochloric acid), BrC=1C=C2CCC(=C(C2=CC1)C#N)C1=CC=C(C=C1)F (6-bromo-2-(4-fluorophenyl)-3,4-dihydronaphthalene-1-carbonitrile), [Mg] (magnesium), O1CCCC1 (tetrahydrofuran). Solvent: CO (methanol). Run at time 1.5 hour. Product: BrC=1C=C2CCC(C(C2=CC1)C#N)C1=CC=C(C=C1)F (6-bromo-2-(4-fluorophenyl)-1,2,3,4-tetrahydronaphthalene-1-carbonitrile). Reaction SMILES: [Br:1][C:2]1[CH:3]=[C:4]2[C:9](=[CH:10][CH:11]=1)[C:8]([C:12]#[N:13])=[C:7]([C:14]1[CH:19]=[CH:18][C:17]([F:20])=[CH:16][CH:15]=1)[CH2:6][CH2:5]2.[Mg].O1CCCC1.Cl>CO>[Br:1][C:2]1[CH:3]=[C:4]2[C:9](=[CH:10][CH:11]=1)[CH:8]([C:12]#[N:13])[CH:7]([C:14]1[CH:15]=[CH:16][C:17]([F:20])=[CH:18][CH:19]=1)[CH2:6][CH2:5]2. Reported procedure: A mixture of 6-bromo-2-(4-fluorophenyl)-3,4-dihydronaphthalene-1-carbonitrile (8 g), magnesium (3 g), tetrahydrofuran (300 ml) and methanol (300 ml) was stirred at 0° under an atmosphere of argon for 1.5 h. The reaction mixture was then poured into 2N hydrochloric acid (300 ml), and the organic solvents were evaporated under reduced pressure. The residue was extracted with ethyl acetate (300 ml), the extract was dried and evaporated to dryness and the residue was triturated with diethyl ether to... Starting materials: NC(C(=O)OCC)CC=C1CCOCC1 (ethyl 2-amino-4-(tetrahydro-4H-pyran-4-ylidene)butanoate), CCN(C(C)C)C(C)C (Hunig's base), [N+](=O)([O-])C1=CC=C(C=C1)S(=O)(=O)Cl (4-nitrobenzenesulfonyl chloride). The solvent is ClCCl (dichloromethane), ClCCl (dichloromethane). Conditions: time 2 hour. The product is [N+](=O)([O-])C1=CC=C(C=C1)S(=O)(=O)NC(C(=O)OCC)CC=C1CCOCC1 (ethyl 2-{[(4-nitrophenyl)sulfonyl]amino}-4-(tetrahydro-4H-pyran-4-ylidene)butanoate). RXN SMILES: [NH2:1][CH:2]([CH2:8][CH:9]=[C:10]1[CH2:15][CH2:14][O:13][CH2:12][CH2:11]1)[C:3]([O:5][CH2:6][CH3:7])=[O:4].CCN(C(C)C)C(C)C.[N+:25]([C:28]1[CH:33]=[CH:32][C:31]([S:34](Cl)(=[O:36])=[O:35])=[CH:30][CH:29]=1)([O-:27])=[O:26]>ClCCl>[N+:25]([C:28]1[CH:29]=[CH:30][C:31]([S:34]([NH:1][CH:2]([CH2:8][CH:9]=[C:10]2[CH2:11][CH2:12][O:13][CH2:14][CH2:15]2)[C:3]([O:5][CH2:6][CH3:7])=[O:4])(=[O:36])=[O:35])=[CH:32][CH:33]=1)([O-:27])=[O:26]. Procedure: To a solution of ethyl 2-amino-4-(tetrahydro-4H-pyran-4-ylidene)butanoate (163) (1.0 g, 4.7 mmol) in anhydrous dichloromethane (30 mL) was added Hunig's base (1.6 mL, 9.4 mmol) followed by 4-nitrobenzenesulfonyl chloride (1.14 g, 5.2 mmol) and the reaction stirred at room temperature under nitrogen for 2 h. The reaction was diluted with dichloromethane and washed with 0.1 N HCl, the organic layer was dried over MgSO4 and concentrated in vacuo. The residue was purified by silica gel chromatograph... The reactants are C(CCCC)C(=C)CCCCC (2-pentyl-hept-1-ene), CC(C)([O-])C.[K+] (potassium t-butoxide), Cl (hydrochloric acid), C(Br)(Br)Br (bromoform). Run in pentanes, O (water). Run at time 8 hour. Yields the product BrC1(C(C1)(CCCCC)CCCCC)Br (2,2-dibromo-1,1-dipentyl-cyclopropane). Isolated yield 83.3%. RXN SMILES: [CH2:1]([C:6]([CH2:8][CH2:9][CH2:10][CH2:11][CH3:12])=[CH2:7])[CH2:2][CH2:3][CH2:4][CH3:5].CC(C)([O-])C.[K+].[CH:19]([Br:22])(Br)[Br:20].Cl>O>[Br:20][C:19]1([Br:22])[CH2:7][C:6]1([CH2:1][CH2:2][CH2:3][CH2:4][CH3:5])[CH2:8][CH2:9][CH2:10][CH2:11][CH3:12] |f:1.2|. Procedure details: To a solution of 4.16 g (0.0247 mol) of 2-pentyl-hept-1-ene in 31 ml of pentanes, was added 4.95 g (0.0441 mol) of potassium t-butoxide. While cooling the resulting mixture to an internal temperature of 5° C., 4.01 ml ( 0.0459 mol) of bromoform was added slowly via addition funnel. The reaction mixture was allowed to warm naturally to room temperature and left overnight. To the reaction mixture was added 25 ml of water then 36 ml of 1 N hydrochloric acid. The resulting mixture was transferred to... Reactants: C(#N)C1=NC=CC=C1Cl (2-cyano-3-chloropyridine), COC1=CC=C(C=C1)CS (4-methoxy-α-toluenethiol), C[Si](C)(C)[N-][Si](C)(C)C.[Na+] (sodium bis(trimethylsilyl)amide), C1CCOC1 (THF). Solvent: CN(C)C=O (DMF), CN(C)C=O (DMF), O (water). Conditions: temperature 0 celsius, time 2 hour. Yields the product C(#N)C1=NC=CC=C1SCC1=CC=C(C=C1)OC (2-cyano-3-(4-methoxybenzylthio)pyridine). Reaction SMILES: [CH3:1][O:2][C:3]1[CH:8]=[CH:7][C:6]([CH2:9][SH:10])=[CH:5][CH:4]=1.C[Si]([N-][Si](C)(C)C)(C)C.[Na+].C1COCC1.[C:26]([C:28]1[C:33](Cl)=[CH:32][CH:31]=[CH:30][N:29]=1)#[N:27]>CN(C=O)C.O>[C:26]([C:28]1[C:33]([S:10][CH2:9][C:6]2[CH:7]=[CH:8][C:3]([O:2][CH3:1])=[CH:4][CH:5]=2)=[CH:32][CH:31]=[CH:30][N:29]=1)#[N:27] |f:1.2|. Procedure: To a stirring solution of 4-methoxy-α-toluenethiol (268 mg, 1.74 mmol) in DMF (1 mL) at 0° C. was added a solution of sodium bis(trimethylsilyl)amide in THF (1.3 mL, 1M, 1.3 mmol). The resulting solution was added via cannula to a solution of 2-cyano-3-chloropyridine (200 mg, 1.45 mmol) in DMF (1 mL) at 0° C. After stirring for 2 h at 0° C., the mixture was poured into water and extracted with ethyl acetate, and the organic extracts were concentrated. The crude product was purified by column chr...